describe an organic reaction: reactants, conditions, products, and yield From a dataset of the Open Reaction Database (ORD), a public repository of structured organic reaction records. Reactants: CCOC(=O)C(C)(C)Br, O=C([O-])[O-], [Cs+], [Cs+], CC(=O)c1ccc(O)c(C)c1F, [K+], CN(C)C=O, O=S(=O)([O-])O. As a reaction SMILES: [Br:19][C:20]([C:21](=[O:22])[O:23][CH2:24][CH3:25])([CH3:26])[CH3:27].[C:13](=[O:14])([O-:15])[O-:16].[Cs+:17].[Cs+:18].[F:1][c:2]1[c:3]([C:10]([CH3:11])=[O:12])[cH:4][cH:5][c:6]([OH:9])[c:7]1[CH3:8].[K+:33].[O:34]=[CH:35][N:36]([CH3:37])[CH3:38].[S:28](=[O:29])(=[O:30])([OH:31])[O-:32]>>[F:1][c:2]1[c:3]([C:10]([CH3:11])=[O:12])[cH:4][cH:5][c:6]([O:9][C:20]([C:21](=[O:22])[O:23][CH2:24][CH3:25])([CH3:26])[CH3:27])[c:7]1[CH3:8]. Product: CCOC(=O)C(C)(C)Oc1ccc(C(C)=O)c(F)c1C. Starting materials: CC(=O)OC(C)=O, CC(=O)O, O=[N+]([O-])O, c1ccc2[nH]ncc2c1. Product: O=[N+]([O-])c1n[nH]c2ccccc12. Reaction SMILES: [CH3:14][C:15]([O:16][C:17](=[O:18])[CH3:19])=[O:20].[CH3:21][C:22](=[O:23])[OH:24].[OH:1][N+:2]([O-:3])=[O:4].[nH:5]1[n:6][cH:7][c:8]2[cH:9][cH:10][cH:11][cH:12][c:13]12>>[O-:1][N+:2](=[O:4])[c:7]1[n:6][nH:5][c:13]2[c:8]1[cH:9][cH:10][cH:11][cH:12]2.